Task: describe an organic reaction: reactants, conditions, products, and yield. Dataset: the Open Reaction Database (ORD), a public repository of structured organic reaction records The reactants are Intermediate 20, BrC=1C=C(C=CC1C)NS(=O)(=O)C (N-(3-bromo-4-methylphenyl)methanesulfonamide), C(C)(C)(C)OC(COC1=C(C=C(C=C1)Cl)C#C)=O (tert-butyl(4-chloro-2-ethynylphenoxy)acetate), C(C)(C)(C)OC(COC1=C(C=C(C=C1)Cl)C#C)=O (tert-butyl(4-chloro-2-ethynylphenoxy)acetate). Yields the product C(C)(C)(C)OC(COC1=C(C=C(C=C1)Cl)C#CC1=C(C=CC(=C1)NS(=O)(=O)C)C)=O (tert-butyl[4-chloro-2-({2-methyl-5-[(methylsulfonyl)amino]phenyl}ethynyl)phenoxy]acetate). As a reaction SMILES: [C:1]([O:5][C:6](=[O:18])[CH2:7][O:8][C:9]1[CH:14]=[CH:13][C:12]([Cl:15])=[CH:11][C:10]=1[C:16]#[CH:17])([CH3:4])([CH3:3])[CH3:2].Br[C:20]1[CH:21]=[C:22]([NH:27][S:28]([CH3:31])(=[O:30])=[O:29])[CH:23]=[CH:24][C:25]=1[CH3:26]>>[C:1]([O:5][C:6](=[O:18])[CH2:7][O:8][C:9]1[CH:14]=[CH:13][C:12]([Cl:15])=[CH:11][C:10]=1[C:16]#[C:17][C:20]1[CH:21]=[C:22]([NH:27][S:28]([CH3:31])(=[O:30])=[O:29])[CH:23]=[CH:24][C:25]=1[CH3:26])([CH3:4])([CH3:3])[CH3:2]. Procedure: Following the general method as outlined in Intermediate 20, starting from (4-chloro-2-ethynyl-phenoxy)-acetic acid tert-butyl ester (Intermediate 3) and N-(3-bromo-4-methylphenyl)methanesulfonamide, the title compound was obtained after purification by flash column chromatography (silica), eluting with cyclohexane containing increasing amounts of EtOAc. Reactants: COC1=CC2=C(C=C1)C1=C(CN(CC1)CC(C)=O)C(O2)=O (1,2,3,4-tetrahydro-8-methoxy-3-(2-oxopropyl)-5H-[1]benzopyrano[3,4-c]pyridin-5-one), C(C)N (ethylamine). Product: C(C)NC(CN1CC2=C(CC1)C1=C(OC2=O)C=C(C=C1)OC)C (3-[2-(Ethylamino)propyl]-1,2,3,4-tetrahydro-8-methoxy-5H-[1]benzopyrano[3,4-c]pyridin-5-one). Isolated yield 43.2%. Reaction SMILES: [CH3:1][O:2][C:3]1[CH:8]=[CH:7][C:6]2[C:9]3[CH2:14][CH2:13][N:12]([CH2:15][C:16](=O)[CH3:17])[CH2:11][C:10]=3[C:19](=[O:21])[O:20][C:5]=2[CH:4]=1.[CH2:22]([NH2:24])[CH3:23]>>[CH2:22]([NH:24][CH:16]([CH3:17])[CH2:15][N:12]1[CH2:13][CH2:14][C:9]2[C:6]3[CH:7]=[CH:8][C:3]([O:2][CH3:1])=[CH:4][C:5]=3[O:20][C:19](=[O:21])[C:10]=2[CH2:11]1)[CH3:23]. Reported procedure: Prepared by the method described for Example 51 from 1,2,3,4-tetrahydro-8-methoxy-3-(2-oxopropyl)-5H-[1]benzopyrano[3,4-c]pyridin-5-one (14.9 g, 0.052 moles) and ethylamine (5 ml, 0.07 moles). Recrystallization from ethyl acetate gave the product (7.1 g), mp 97°-100° C. The reactants are O=C([O-])[O-], Oc1cnc(C2CC2)nc1, O=Cc1ccc(F)cc1, [K+], [K+], CN(C)C=O, O. Yields the product O=Cc1ccc(Oc2cnc(C3CC3)nc2)cc1. RXN SMILES: [C:20](=[O:21])([O-:22])[O-:23].[CH:1]1([c:4]2[n:5][cH:6][c:7]([OH:10])[cH:8][n:9]2)[CH2:2][CH2:3]1.[F:11][c:12]1[cH:13][cH:14][c:15]([CH:16]=[O:17])[cH:18][cH:19]1.[K+:24].[K+:25].[O:26]=[CH:27][N:28]([CH3:29])[CH3:30].[OH2:31]>>[CH:1]1([c:4]2[n:5][cH:6][c:7]([O:10][c:12]3[cH:13][cH:14][c:15]([CH:16]=[O:17])[cH:18][cH:19]3)[cH:8][n:9]2)[CH2:2][CH2:3]1. The reactants are CC(=CCC)C(CCCCC)O (4-methyl-3-decen-5-ol), C(=C)OCC (ethyl vinyl ether). Product: C(C)OC(C)OC(C(=CCC)C)CCCCC (5-[1'-ethoxyethoxy]-4-methyl-3-decene). Yield: 68.1%. Reaction SMILES: [CH3:1][C:2]([CH:6]([OH:12])[CH2:7][CH2:8][CH2:9][CH2:10][CH3:11])=[CH:3][CH2:4][CH3:5].[CH:13]([O:15][CH2:16][CH3:17])=[CH2:14]>>[CH2:13]([O:15][CH:16]([O:12][CH:6]([CH2:7][CH2:8][CH2:9][CH2:10][CH3:11])[C:2]([CH3:1])=[CH:3][CH2:4][CH3:5])[CH3:17])[CH3:14]. Procedure: 10.0 g of 4-methyl-3-decen-5-ol and 12.7 g of ethyl vinyl ether are reacted analogously to Example 9 to give 9.7 g of 5-[1'-ethoxyethoxy]-4-methyl-3-decene, boiling point 115° C./12 Torr, nD20 =1.4349, odour: green, bitterish, citrus-like, reminiscent of chocolate. Reactants: ClC=1C=C(C=NC1OCC1(CCC2(CC1)OC1=C(O2)C=CC=C1)F)S(=O)(=O)N (5-chloro-6-((4′-fluorospiro[benzo[d][1,3]dioxole-2,1′-cyclohexane]-4′-yl)methoxy)pyridine-3-sulfonamide), C1(=CC=C(C=C1)S(=O)(=O)[O-])C.[NH+]1=CC=CC=C1 (pyridinium p-toluenesulfonate), O (water). The solvent is ClCCl (dichloromethane), CC(=O)C (acetone). Reaction conditions: temperature 100 celsius, time 10 minute. The product is ClC=1C=C(C=NC1OCC1(CCC(CC1)=O)F)S(=O)(=O)N (5-chloro-6-((1-fluoro-4-oxocyclohexyl)methoxy)pyridine-3-sulfonamide). RXN SMILES: [Cl:1][C:2]1[CH:3]=[C:4]([S:25]([NH2:28])(=[O:27])=[O:26])[CH:5]=[N:6][C:7]=1[O:8][CH2:9][C:10]1([F:24])[CH2:15][CH2:14][C:13]2(OC3C=CC=CC=3[O:16]2)[CH2:12][CH2:11]1.C1(C)C=CC(S([O-])(=O)=O)=CC=1.[NH+]1C=CC=CC=1.O>CC(C)=O.ClCCl>[Cl:1][C:2]1[CH:3]=[C:4]([S:25]([NH2:28])(=[O:27])=[O:26])[CH:5]=[N:6][C:7]=1[O:8][CH2:9][C:10]1([F:24])[CH2:15][CH2:14][C:13](=[O:16])[CH2:12][CH2:11]1 |f:1.2|. Reported procedure: To a solution of EXAMPLE 350D (1.6 g) and pyridinium p-toluenesulfonate (1.2 g) in acetone (10 mL) was added water (2 mL) and the mixture was stirred under microwave irradiation at 100° C. for 10 minutes. The mixture was diluted with dichloromethane (300 mL) and washed with aqueous NaHCO3, water, brine and dried over Na2SO4. Filtration and evaporation of the solvent gave the title compound. Starting materials: O[C@@H](C(=O)OCC1=CC=C(C=C1)[N+](=O)[O-])CCCC1=CC=C(C=C1)OC (4-nitrobenzyl (2R)-2-hydroxy-5-(4-methoxyphenyl)pentanoate), N1=CC=CC=C1 (pyridine), BrC=1C=C(C(=O)OCC)C=CC1S (ethyl 3-bromo-4-mercaptobenzoate), FC(C(=O)OC(C(F)(F)F)=O)(F)F (trifluoroacetic anhydride), [Cl-].[NH4+] (ammonium chloride), [Cl-].[NH4+] (ammonium chloride). Run in C(C)N(CC)CC (triethylamine), C(C)#N (acetonitrile). Reaction conditions: time 30 minute. The product is BrC=1C=C(C(=O)OCC)C=CC1S[C@@H](CCCC1=CC=C(C=C1)OC)C(=O)OCC1=CC=C(C=C1)[N+](=O)[O-] (ethyl 3-bromo-4-[((1S)-4-(4-methoxyphenyl)-1-{[(4-nitrobenzyl)oxy]carbonyl}-butyl)thio]benzoate). Yield: 75.7%. Reaction SMILES: O[C@H:2]([CH2:16][CH2:17][CH2:18][C:19]1[CH:24]=[CH:23][C:22]([O:25][CH3:26])=[CH:21][CH:20]=1)[C:3]([O:5][CH2:6][C:7]1[CH:12]=[CH:11][C:10]([N+:13]([O-:15])=[O:14])=[CH:9][CH:8]=1)=[O:4].FC(F)(F)C(OC(=O)C(F)(F)F)=O.[Cl-].[NH4+].[Br:42][C:43]1[CH:44]=[C:45]([CH:51]=[CH:52][C:53]=1[SH:54])[C:46]([O:48][CH2:49][CH3:50])=[O:47].N1C=CC=CC=1>C(#N)C.C(N(CC)CC)C>[Br:42][C:43]1[CH:44]=[C:45]([CH:51]=[CH:52][C:53]=1[S:54][C@H:2]([C:3]([O:5][CH2:6][C:7]1[CH:12]=[CH:11][C:10]([N+:13]([O-:15])=[O:14])=[CH:9][CH:8]=1)=[O:4])[CH2:16][CH2:17][CH2:18][C:19]1[CH:24]=[CH:23][C:22]([O:25][CH3:26])=[CH:21][CH:20]=1)[C:46]([O:48][CH2:49][CH3:50])=[O:47] |f:2.3|. Reported procedure: The 4-nitrobenzyl (2R)-2-hydroxy-5-(4-methoxyphenyl)pentanoate (5.43 g) described in Reference Example 5 was dissolved in acetonitrile (20 ml), followed by adding thereto trifluoroacetic anhydride (5.1 ml) and then triethylamine (4.2 ml) at −30 to −20° C., and the resulting mixture was allowed to warm to room temperature spontaneously. After 30 minutes, the reaction mixture was poured into a saturated aqueous ammonium chloride solution and extracted with ethyl acetate, and the organic layer was ...